Dataset: the Open Reaction Database (ORD), a public repository of structured organic reaction records. Task: describe an organic reaction: reactants, conditions, products, and yield Starting materials: CC(=O)O, O, c1ccc(-c2ccc(COCC3CCc4c(ncn4C(c4ccccc4)(c4ccccc4)c4ccccc4)C3)cc2)cc1, c1ccc(-c2ccc(COCC3CCc4ncn(C(c5ccccc5)(c5ccccc5)c5ccccc5)c4C3)cc2)cc1. The product is c1ccc(-c2ccc(COCC3CCc4[nH]cnc4C3)cc2)cc1. As a reaction SMILES: [CH3:87][C:88](=[O:89])[OH:90].[OH2:91].[c:1]1(-[c:38]2[cH:39][cH:40][cH:41][cH:42][cH:43]2)[cH:2][cH:3][c:4]([CH2:7][O:8][CH2:9][CH:10]2[CH2:11][c:12]3[c:13]([n:14]([C:17]([c:18]4[cH:19][cH:20][cH:21][cH:22][cH:23]4)([c:24]4[cH:25][cH:26][cH:27][cH:28][cH:29]4)[c:30]4[cH:31][cH:32][cH:33][cH:34][cH:35]4)[cH:15][n:16]3)[CH2:36][CH2:37]2)[cH:5][cH:6]1.[c:44]1(-[c:45]2[cH:46][cH:47][cH:48][cH:49][cH:50]2)[cH:51][cH:52][c:53]([CH2:54][O:55][CH2:56][CH:57]2[CH2:58][CH2:59][c:60]3[n:61][cH:62][n:63]([C:64]([c:65]4[cH:66][cH:67][cH:68][cH:69][cH:70]4)([c:71]4[cH:72][cH:73][cH:74][cH:75][cH:76]4)[c:77]4[cH:78][cH:79][cH:80][cH:81][cH:82]4)[c:83]3[CH2:84]2)[cH:85][cH:86]1>>[c:1]1(-[c:38]2[cH:39][cH:40][cH:41][cH:42][cH:43]2)[cH:2][cH:3][c:4]([CH2:7][O:8][CH2:9][CH:10]2[CH2:11][c:12]3[c:13]([nH:14][cH:15][n:16]3)[CH2:36][CH2:37]2)[cH:5][cH:6]1. Starting materials: [K] (potassium), OC1=CC=C(C=C1)C=CC1=CC=C(C=C1)[N+](=O)[O-] (4-hydroxy-4'-nitrostilbene), C1COCCOCCOCCOCCOCCO1 (18-Crown-6), 3, ICCCO (3-iodopropan-1-ol). The solvent is C(C)#N (acetonitrile). Product: OCCCOC1=CC=C(C=C1)C=CC1=CC=C(C=C1)[N+](=O)[O-] (4-(3-hydroxypropoxy)-4'-nitrostilbene). RXN SMILES: [K].[OH:2][C:3]1[CH:8]=[CH:7][C:6]([CH:9]=[CH:10][C:11]2[CH:16]=[CH:15][C:14]([N+:17]([O-:19])=[O:18])=[CH:13][CH:12]=2)=[CH:5][CH:4]=1.C1OCCOCCOCCOCCOCCOC1.I[CH2:39][CH2:40][CH2:41][OH:42]>C(#N)C>[OH:42][CH2:41][CH2:40][CH2:39][O:2][C:3]1[CH:8]=[CH:7][C:6]([CH:9]=[CH:10][C:11]2[CH:16]=[CH:15][C:14]([N+:17]([O-:19])=[O:18])=[CH:13][CH:12]=2)=[CH:5][CH:4]=1 |^1:0|. Procedure details: The potassium salt of 4-hydroxy-4'-nitrostilbene from Example 4 (280 g, 1 m), acetonitrile (2 liters) and the catalyst 18-Crown-6 (1 g) were charged into a 4 liter 3 necked flask equipped with a reflux condenser, mechanical stirrer, a heating mantle, and an addition funnel, and provided with argon atmosphere. The mixture was kept gently refluxing and stirring, while 3-iodopropan-1-ol (223 g, 1.2 m) was added dropwise over a period of about 3 hours. The reaction mixture was refluxed for about 24 ... The reactants are ClCCOc1ccccc1, CCC(=O)N(c1ccccc1)C1CCNCC1. Yields the product CCC(=O)N(c1ccccc1)C1CCN(CCOc2ccccc2)CC1. As a reaction SMILES: [O:18]([c:19]1[cH:20][cH:21][cH:22][cH:23][cH:24]1)[CH2:25][CH2:26][Cl:27].[c:1]1([N:7]([C:8]([CH2:9][CH3:10])=[O:11])[CH:12]2[CH2:13][CH2:14][NH:15][CH2:16][CH2:17]2)[cH:2][cH:3][cH:4][cH:5][cH:6]1>>[c:1]1([N:7]([C:8]([CH2:9][CH3:10])=[O:11])[CH:12]2[CH2:13][CH2:14][N:15]([CH2:26][CH2:25][O:18][c:19]3[cH:20][cH:21][cH:22][cH:23][cH:24]3)[CH2:16][CH2:17]2)[cH:2][cH:3][cH:4][cH:5][cH:6]1. Reported procedure: 2-4-Methoxy-phenylsulfanyl)-octanoic acid ethyl ester was prepared according to the general method as outlined in example 9. Starting from ethyl-2-bromooctanoate (11.8 g, 47.3 mmol) and 4-methoxythiophenol (6 g, 43 mmol). Yield: 7.24 g (57%); clear oil; MS: 311.2 (M+H)+, 2-4-Methoxy-benzenesulfonyl)-octanoic acid ethyl ester was prepared according to the general method as outlined in example 9. Starting from 2-(4-methoxy-phenylsulfanyl)-octanoic acid ethyl ester (4.0 g, 13.6 mmol). Yield 3.7 g (... Reaction SMILES: [CH2:1]([O:3][C:4](=[O:13])[CH:5](Br)[CH2:6][CH2:7][CH2:8][CH2:9][CH2:10][CH3:11])[CH3:2].COC1C=CC(S)=CC=1.C(OC(=O)C(SC1C=CC(OC)=CC=1)CCCCCC)C>>[CH2:1]([O:3][C:4](=[O:13])[CH2:5][CH2:6][CH2:7][CH2:8][CH2:9][CH2:10][CH3:11])[CH3:2]. Reactants: C(C)OC(C(CCCCCC)Br)=O (ethyl-2-bromooctanoate), COC1=CC=C(C=C1)S (4-methoxythiophenol), C(C)OC(C(CCCCCC)SC1=CC=C(C=C1)OC)=O (2-(4-methoxy-phenylsulfanyl)-octanoic acid ethyl ester). Yields the product C(C)OC(CCCCCCC)=O (octanoic acid ethyl ester).